From a dataset of the Open Reaction Database (ORD), a public repository of structured organic reaction records. describe an organic reaction: reactants, conditions, products, and yield The reactants are CC(=O)O[BH-](OC(C)=O)OC(C)=O, O=C([O-])O, CC(=O)O, O=CC1CC1, CC(Cl)Cl, [Mg+2], CCOC(=O)CCNC(CN)c1ccccc1, [Na+], [Na+], O=S(=O)([O-])[O-]. Yields the product CCOC(=O)CCNC(CNCC1CC1)c1ccccc1. As a reaction SMILES: [C:29]([O:30][BH-:31]([O:32][C:33](=[O:34])[CH3:35])[O:36][C:37](=[O:38])[CH3:39])(=[O:40])[CH3:41].[C:43](=[O:44])([OH:45])[O-:46].[CH3:52][C:53](=[O:54])[OH:55].[CH:24]1([CH:27]=[O:28])[CH2:25][CH2:26]1.[Cl:48][CH:49]([Cl:50])[CH3:51].[Mg+2:18].[NH2:1][CH2:2][CH:3]([c:4]1[cH:5][cH:6][cH:7][cH:8][cH:9]1)[NH:10][CH2:11][CH2:12][C:13](=[O:14])[O:15][CH2:16][CH3:17].[Na+:42].[Na+:47].[O-:19][S:20](=[O:21])(=[O:22])[O-:23]>>[NH:1]([CH2:2][CH:3]([c:4]1[cH:5][cH:6][cH:7][cH:8][cH:9]1)[NH:10][CH2:11][CH2:12][C:13](=[O:14])[O:15][CH2:16][CH3:17])[CH2:27][CH:24]1[CH2:25][CH2:26]1. The reactants are CC(O)c1ccncc1Br, O=C([O-])[O-], COc1cc(B2OC(C)(C)C(C)(C)O2)ccc1C#N, ClCCl, [Na+], [Na+], CN(C)C=O. The product is COc1cc(-c2cnccc2C(C)O)ccc1C#N. As a reaction SMILES: [Br:20][c:21]1[cH:22][n:23][cH:24][cH:25][c:26]1[CH:27]([CH3:28])[OH:29].[C:33](=[O:34])([O-:35])[O-:36].[CH3:1][O:2][c:3]1[c:4]([C:5]#[N:6])[cH:7][cH:8][c:9]([B:11]2[O:12][C:13]([CH3:14])([CH3:15])[C:16]([CH3:17])([CH3:18])[O:19]2)[cH:10]1.[Cl:30][CH2:31][Cl:32].[Na+:37].[Na+:38].[O:39]=[CH:40][N:41]([CH3:42])[CH3:43]>>[CH3:1][O:2][c:3]1[c:4]([C:5]#[N:6])[cH:7][cH:8][c:9](-[c:21]2[cH:22][n:23][cH:24][cH:25][c:26]2[CH:27]([CH3:28])[OH:29])[cH:10]1. The reactants are CCOC(=O)CCN(C)C(=O)c1ccc(NC(c2oc3ccc(Oc4ccc(C#N)cn4)cc3c2C)C2CCCCC2)cc1, [Na+], C1CCOC1, [OH-]. The product is Cc1c(C(Nc2ccc(C(=O)N(C)CCC(=O)O)cc2)C2CCCCC2)oc2ccc(Oc3ccc(C#N)cn3)cc12. As a reaction SMILES: [C:1](#[N:2])[c:3]1[cH:4][cH:5][c:6]([O:9][c:10]2[cH:11][cH:12][c:13]3[c:14]([c:15]([CH3:43])[c:16]([CH:18]([CH:19]4[CH2:20][CH2:21][CH2:22][CH2:23][CH2:24]4)[NH:25][c:26]4[cH:27][cH:28][c:29]([C:32](=[O:33])[N:34]([CH2:35][CH2:36][C:37](=[O:38])[O:39][CH2:40][CH3:41])[CH3:42])[cH:30][cH:31]4)[o:17]3)[cH:44]2)[n:7][cH:8]1.[Na+:46].[O:47]1[CH2:48][CH2:49][CH2:50][CH2:51]1.[OH-:45]>>[C:1](#[N:2])[c:3]1[cH:4][cH:5][c:6]([O:9][c:10]2[cH:11][cH:12][c:13]3[c:14]([c:15]([CH3:43])[c:16]([CH:18]([CH:19]4[CH2:20][CH2:21][CH2:22][CH2:23][CH2:24]4)[NH:25][c:26]4[cH:27][cH:28][c:29]([C:32](=[O:33])[N:34]([CH2:35][CH2:36][C:37](=[O:38])[OH:39])[CH3:42])[cH:30][cH:31]4)[o:17]3)[cH:44]2)[n:7][cH:8]1. The reactants are solution, O1CCCC1 (tetrahydrofuran), C(=O)=O (carbon dioxide), C(=O)=O (dry ice), CCCCC (pentane), BrC=1C=C(C2=C(C(CC3(CC3)O2)(C)C)C1)C1CC1 (6-bromo-8-cyclopropyl-3,4-dihydro-4,4-dimethylspiro[2H-1-benzopyran-2,1′-cyclopropane]), BrC=1C=C(C2=C(C(CC3(CC3)O2)(C)C)C1)C1CC1 (6-bromo-8-cyclopropyl-3,4-dihydro-4,4-dimethylspiro[2H-1-benzopyran-2,1′-cyclopropane]), C(C)(C)(C)[Li] (tert-butyl lithium). The solvent is CCCCCC (hexane), C(C)(=O)OCC (ethyl acetate). Product: C12(CC1)OC1=C(C=C2)C=C(C=C1)C(=O)O (Spiro[2H-1-benzopyran-2,1′-cyclopropane]-6-carboxylic acid), solid. The yield is 85.0%. Reaction SMILES: Br[C:2]1[CH:3]=[C:4](C2CC2)[C:5]2[O:12][C:9]3([CH2:11][CH2:10]3)[CH2:8][C:7](C)(C)[C:6]=2[CH:15]=1.O1CCCC1.C([Li])(C)(C)C.CCCCC.[C:34](=[O:36])=[O:35]>CCCCCC.C(OCC)(=O)C>[C:9]12([CH:8]=[CH:7][C:6]3[CH:15]=[C:2]([C:34]([OH:36])=[O:35])[CH:3]=[CH:4][C:5]=3[O:12]1)[CH2:10][CH2:11]2. Procedure details: Following general procedure R and using 6-bromo-8-cyclopropyl-3,4-dihydro-4,4-dimethylspiro[2H-1-benzopyran-2,1′-cyclopropane] (Intermediate 42, 0.45 g, 1.48 mmol), anhydrous tetrahydrofuran (5 mL), 1.7M solution of tert-butyl lithium solution in pentane (1.74 mL, 2.96 mmol) and carbon dioxide generated from dry ice, followed by flash column chromatography over silica gel (230-400 mesh) using 50% ethyl acetate in hexane as the eluent, the title compound was obtained as a white solid (0.34 g, 85%... Starting materials: OBO, Clc1ccccc1Cl, Cc1nc(C#Cc2ccnc(Cl)c2)c[nH]1. Product: Cc1nc(C#Cc2ccnc(Cl)c2)cn1-c1ccc(Cl)c(Cl)c1. Reaction SMILES: [BH:16]([OH:17])[OH:18].[Cl:19][c:20]1[cH:21][cH:22][cH:23][cH:24][c:25]1[Cl:26].[Cl:1][c:2]1[n:3][cH:4][cH:5][c:6]([C:8]#[C:9][c:10]2[n:11][c:12]([CH3:15])[nH:13][cH:14]2)[cH:7]1>>[Cl:1][c:2]1[n:3][cH:4][cH:5][c:6]([C:8]#[C:9][c:10]2[n:11][c:12]([CH3:15])[n:13](-[c:23]3[cH:22][cH:21][c:20]([Cl:19])[c:25]([Cl:26])[cH:24]3)[cH:14]2)[cH:7]1. Starting materials: C(C)(C)(C)[Si](OCCC1(OCCC2=C1NC1=C(C=CC(=C21)C(=O)N2CCOCC2)F)CCC)(C)C ({1-[2-(tert-Butyl-dimethyl-silanyloxy)-ethyl]-8-fluoro-1-propyl-1,3,4,9-tetrahydro-pyrano[3,4-b]indol-5-yl}-morpholin-4-yl-methanone), CCCC[N+](CCCC)(CCCC)CCCC.[F-] (TBAF). The solvent is CCOC(=O)C (EtOAc), C1CCOC1 (THF). Reaction conditions: time 4 hour. The product is FC=1C=CC(=C2C3=C(NC12)C(OCC3)(CCC)CCO)C(=O)N3CCOCC3 ([8-fluoro-1-(2-hydroxy-ethyl)-1-propyl-1,3,4,9-tetrahydro-pyrano[3,4-b]indol-5-yl]-morpholin-4-yl-methanone). The yield is 93.9%. Reaction SMILES: C([Si](C)(C)[O:6][CH2:7][CH2:8][C:9]1([CH2:31][CH2:32][CH3:33])[C:14]2[NH:15][C:16]3[C:21]([C:13]=2[CH2:12][CH2:11][O:10]1)=[C:20]([C:22]([N:24]1[CH2:29][CH2:28][O:27][CH2:26][CH2:25]1)=[O:23])[CH:19]=[CH:18][C:17]=3[F:30])(C)(C)C.CCCC[N+](CCCC)(CCCC)CCCC.[F-]>C1COCC1.CCOC(C)=O>[F:30][C:17]1[CH:18]=[CH:19][C:20]([C:22]([N:24]2[CH2:25][CH2:26][O:27][CH2:28][CH2:29]2)=[O:23])=[C:21]2[C:16]=1[NH:15][C:14]1[C:9]([CH2:8][CH2:7][OH:6])([CH2:31][CH2:32][CH3:33])[O:10][CH2:11][CH2:12][C:13]2=1 |f:1.2|. Procedure: To a solution of {1-[2-(tert-Butyl-dimethyl-silanyloxy)-ethyl]-8-fluoro-1-propyl-1,3,4,9-tetrahydro-pyrano[3,4-b]indol-5-yl}-morpholin-4-yl-methanone (350 mg, 0.693 mmol) in THF (5 mL) was added TBAF (0.832 mL of 1.0 M in THF, 0.832 mmol) at room temperature. After stirring for 4 hours at room temperature, the reaction mixture was diluted with EtOAc (20 mL). The organic solution was washed with 0.5 N HCl (20 mL) and brine (20 mL), dried (Na2SO4) and concentrated. The residue was purified by flas... Starting materials: C(C)(C)(C)OC(N[C@H](CC1=CC=CC=C1)[C@H]1OC1)=O ([(1R)-1-{(2R)-oxiran-2-yl}-2-phenyl-ethyl]carbamic acid tert-butylester), N1C=NC=C1 (imidazole). The product is C(C)(C)(C)OC(N[C@@H]([C@H](CN1C=NC=C1)O)CC1=CC=CC=C1)=O ([(1R,2S)-1-Benzyl-2-hydroxy-3-imidazol-1-yl-propyl]-carbamic acid tert-butyl ester). Reaction SMILES: [C:1]([O:5][C:6](=[O:19])[NH:7][C@@H:8]([C@@H:16]1[CH2:18][O:17]1)[CH2:9][C:10]1[CH:15]=[CH:14][CH:13]=[CH:12][CH:11]=1)([CH3:4])([CH3:3])[CH3:2].[NH:20]1[CH:24]=[CH:23][N:22]=[CH:21]1>>[C:1]([O:5][C:6](=[O:19])[NH:7][C@H:8]([CH2:9][C:10]1[CH:15]=[CH:14][CH:13]=[CH:12][CH:11]=1)[C@@H:16]([OH:17])[CH2:18][N:20]1[CH:24]=[CH:23][N:22]=[CH:21]1)([CH3:4])([CH3:3])[CH3:2]. Reported procedure: Using general procedure 2 and purification method D with [(1R)-1-{(2R)-oxiran-2-yl}-2-phenyl-ethyl]carbamic acid tert-butylester (0.166 g, 0.63 mmol) and imidazole (0.052 g, 0.76 mmol) gives the title compound.